From a dataset of the Open Reaction Database (ORD), a public repository of structured organic reaction records. describe an organic reaction: reactants, conditions, products, and yield Reported procedure: The title compound was prepared in analogy to Example 2-1 by using 5-chloro-2-chloromethyl-1-(tetrahydro-pyran-4-yl)-1H-benzoimidazole and 3-methanesulfonyl-1H-pyrazolo[3,4-c]pyridine instead of 5-chloro-2-chloromethyl-1-((S)-1,1-dioxo-tetrahydro-1λ6-thiophen-3-yl)-1H-benzoimidazole and 3-(methylsulfonyl)-1H-pyrazolo[3,4-c]pyridine. Yields the product ClC1=CC2=C(N(C(=N2)CN2N=C(C=3C2=CN=CC3)S(=O)(=O)C)C3CCOCC3)C=C1 (1-{[5-Chloro-1-(tetrahydro-2H-pyran-4-yl)-1H-benzimidazol-2-yl]methyl}-3-(methylsulfonyl)-1H-pyrazolo[3,4-c]pyridine). RXN SMILES: [Cl:1][C:2]1[CH:18]=[CH:17][C:5]2[N:6]([CH:11]3[CH2:16][CH2:15][O:14][CH2:13][CH2:12]3)[C:7]([CH2:9]Cl)=[N:8][C:4]=2[CH:3]=1.[CH3:19][S:20]([C:23]1[C:31]2[C:26](=[CH:27][N:28]=[CH:29][CH:30]=2)[NH:25][N:24]=1)(=[O:22])=[O:21]>>[Cl:1][C:2]1[CH:18]=[CH:17][C:5]2[N:6]([CH:11]3[CH2:16][CH2:15][O:14][CH2:13][CH2:12]3)[C:7]([CH2:9][N:25]3[C:26]4=[CH:27][N:28]=[CH:29][CH:30]=[C:31]4[C:23]([S:20]([CH3:19])(=[O:21])=[O:22])=[N:24]3)=[N:8][C:4]=2[CH:3]=1. The reactants are ClC1=CC2=C(N(C(=N2)CCl)C2CCOCC2)C=C1 (5-chloro-2-chloromethyl-1-(tetrahydro-pyran-4-yl)-1H-benzoimidazole), CS(=O)(=O)C1=NNC2=CN=CC=C21 (3-methanesulfonyl-1H-pyrazolo[3,4-c]pyridine), CS(=O)(=O)C1=NNC2=CN=CC=C21 (3-(methylsulfonyl)-1H-pyrazolo[3,4-c]pyridine). Reactants: CN([C@H]1[C@@H](CCCC1)N)C (trans-2-(dimethylamino)cyclohexylamine), FC(C=1C=C(C(=O)Cl)C=CC1)(F)F (3-trifluoromethylbenzoyl chloride), C1(=CC=C(C=C1)S(=O)(=O)O)C (p-toluenesulfonic acid). Solvent: CCOCC (ether). Product: CN([C@H]1[C@@H](CCCC1)NC(C1=CC(=CC=C1)C(F)(F)F)=O)C.CC=1C=CC(=CC1)S(=O)(=O)O (trans-N-[2-(dimethylamino)cyclohexyl]-m-trifluoromethylbenzamide p-toluenesulfonate). Isolated yield 47.0%. RXN SMILES: [CH3:1][N:2]([CH3:10])[C@@H:3]1[CH2:8][CH2:7][CH2:6][CH2:5][C@H:4]1[NH2:9].[F:11][C:12]([F:23])([F:22])[C:13]1[CH:14]=[C:15]([CH:19]=[CH:20][CH:21]=1)[C:16](Cl)=[O:17].[C:24]1([CH3:34])[CH:29]=[CH:28][C:27]([S:30]([OH:33])(=[O:32])=[O:31])=[CH:26][CH:25]=1>CCOCC>[CH3:1][N:2]([CH3:10])[C@@H:3]1[CH2:8][CH2:7][CH2:6][CH2:5][C@H:4]1[NH:9][C:16](=[O:17])[C:15]1[CH:19]=[CH:20][CH:21]=[C:13]([C:12]([F:11])([F:22])[F:23])[CH:14]=1.[CH3:34][C:24]1[CH:29]=[CH:28][C:27]([S:30]([OH:33])(=[O:32])=[O:31])=[CH:26][CH:25]=1 |f:4.5|. Procedure details: This titled amide was prepared by general procedure B from trans-2-(dimethylamino)cyclohexylamine and 3-trifluoromethylbenzoyl chloride. The crude oil was converted to the salt with 1 mole of p-toluenesulfonic acid in ether, and was crystallized from MeOH-ether, 47% yield, colorless plates, m.p. 208°-209°. uv λmax 222 nm (ε 22,150); sh 227 (17,900); sh 259 (1,550); sh 266 (1,100); sh 274 (566). ir NH/N+H 3280, 3040; C=O 1660; C=C/amide II 1615, 1595, 1550, 1495; CF3 /SO3- /CN 1335, 1320, 1275, 1...